From a dataset of the Open Reaction Database (ORD), a public repository of structured organic reaction records. describe an organic reaction: reactants, conditions, products, and yield The reactants are C(C)(C)(C)C1=C(C=CC=C1)OCCCCl (3-chloropropyl 2-tert-butylphenyl ether), OC1(CCNCC1)C=1C=NC2=CC=CC=C2C1 (4-hydroxy-4-(quinolin-3-yl)piperidine). The product is C(C)(C)(C)C1=C(OCCCN2CCC(CC2)(C=2C=NC3=CC=CC=C3C2)O)C=CC=C1 (1-(3-(2-tert-butylphenoxy)prop-1-yl)-4-hydroxy-4-(quinolin-3-yl)piperidine). Yield: 39.0%. Reaction SMILES: [C:1]([C:5]1[CH:10]=[CH:9][CH:8]=[CH:7][C:6]=1[O:11][CH2:12][CH2:13][CH2:14]Cl)([CH3:4])([CH3:3])[CH3:2].[OH:16][C:17]1([C:23]2[CH:24]=[N:25][C:26]3[C:31]([CH:32]=2)=[CH:30][CH:29]=[CH:28][CH:27]=3)[CH2:22][CH2:21][NH:20][CH2:19][CH2:18]1>>[C:1]([C:5]1[CH:10]=[CH:9][CH:8]=[CH:7][C:6]=1[O:11][CH2:12][CH2:13][CH2:14][N:20]1[CH2:21][CH2:22][C:17]([OH:16])([C:23]2[CH:24]=[N:25][C:26]3[C:31]([CH:32]=2)=[CH:30][CH:29]=[CH:28][CH:27]=3)[CH2:18][CH2:19]1)([CH3:4])([CH3:3])[CH3:2]. Procedure details: Beginning with 0.298 gm (1.3 mMol) 3-chloropropyl 2-tert-butylphenyl ether and 0.300 gm (1.3 mMol) 4-hydroxy-4-(quinolin-3-yl)piperidine, 0.212 gm (39%) of the title compound were recovered as a white, waxy solid. Conditions: time 3 hour. The reactants are FC(C1=C(COC2=C(C=C(CC3C(NC(S3)=S)=O)C=C2)OC)C=CC(=C1)C(F)(F)F)(F)F (5-[4-(2,4-bis-trifluoromethyl-benzyloxy)-3-methoxy-benzyl]-2-thioxo-thiazolidin-4-one), CS(=O)C (DMSO), IC (iodomethane), CN1CCNCC1 (N-methyl piperazine). The solvent is CCOC(=O)C (EtOAc), CC#N (MeCN). Product: FC(C1=C(COC2=C(C=C(CC3C(N=C(S3)N3CCN(CC3)C)=O)C=C2)OC)C=CC(=C1)C(F)(F)F)(F)F (5-[4-(2,4-Bis-trifluoromethyl-benzyloxy)-3-methoxy-benzyl]-2-(4-methyl-piperazin-1-yl)-thiazol-4-one). Isolated yield 34.7%. Reaction SMILES: [F:1][C:2]([F:32])([F:31])[C:3]1[CH:26]=[C:25]([C:27]([F:30])([F:29])[F:28])[CH:24]=[CH:23][C:4]=1[CH2:5][O:6][C:7]1[CH:20]=[CH:19][C:10]([CH2:11][CH:12]2[S:16][C:15](=S)[NH:14][C:13]2=[O:18])=[CH:9][C:8]=1[O:21][CH3:22].CS(C)=O.IC.[CH3:39][N:40]1[CH2:45][CH2:44][NH:43][CH2:42][CH2:41]1>CCOC(C)=O.CC#N>[F:1][C:2]([F:32])([F:31])[C:3]1[CH:26]=[C:25]([C:27]([F:28])([F:29])[F:30])[CH:24]=[CH:23][C:4]=1[CH2:5][O:6][C:7]1[CH:20]=[CH:19][C:10]([CH2:11][CH:12]2[S:16][C:15]([N:43]3[CH2:44][CH2:45][N:40]([CH3:39])[CH2:41][CH2:42]3)=[N:14][C:13]2=[O:18])=[CH:9][C:8]=1[O:21][CH3:22]. Procedure: To a flask was added 5-[4-(2,4-bis-trifluoromethyl-benzyloxy)-3-methoxy-benzyl]-2-thioxo-thiazolidin-4-one from Step A (140 mg, 282 μmol), DMSO (1 mL) and iodomethane (2 mL). The reaction solution was allowed to stir under N2 for 3 h. The excess iodomethane was removed in vacuo. To the reaction mixture was added MeCN (6 mL) and N-methyl piperazine (95 μL, 850 μmol). The reaction solution was stirred at 55° C. for 2 h. The reaction solution was then diluted with EtOAc (200 mL), washed with aq. NH... Reactants: Cl.C(C1=CC=CC=C1)ON (O-benzylhydroxylamine hydrochloride), C(C)(=O)[O-].[Na+] (sodium acetate), N1C(=O)C(=O)C2=CC=CC=C12 (isatin). Run in O (water), C(C)O (ethanol). Reaction conditions: time 3 hour. Product: C(C1=CC=CC=C1)ON=C1C(NC2=CC=CC=C12)=O (3-(benzyloxyimino)indolin-2-one). Yield: 70.7%. Reaction SMILES: [NH:1]1[C:11]2[C:6](=[CH:7][CH:8]=[CH:9][CH:10]=2)[C:4](=O)[C:2]1=[O:3].Cl.[CH2:13]([O:20][NH2:21])[C:14]1[CH:19]=[CH:18][CH:17]=[CH:16][CH:15]=1.C([O-])(=O)C.[Na+]>C(O)C.O>[CH2:13]([O:20][N:21]=[C:4]1[C:6]2[C:11](=[CH:10][CH:9]=[CH:8][CH:7]=2)[NH:1][C:2]1=[O:3])[C:14]1[CH:19]=[CH:18][CH:17]=[CH:16][CH:15]=1 |f:1.2,3.4|. Procedure details: To a suspension of 5.0 g of isatin in 200 ml of ethanol was added a solution of 9.75 g of O-benzylhydroxylamine hydrochloride and 4.18 g of sodium acetate in 50 ml of water at room temperature. The mixture was stirred at room temperature for 3 hours and concentrated. The concentrate was diluted with ethyl acetate and then washed with water. The organic layer was dried over anhydrous sodium sulfate and concentrated. Recrystallization of the crude product from ethanol gave 6.06 g (71%) of 3-(benzy... Reactants: C1(=CC=CC=C1)COC(=O)NCCC1=CC=CC2=C(C=CC=C12)CCNC(=O)OCC1=CC=CC=C1 ((Phenylmethoxy)-N-[2-(5-{2-[(phenylmethoxy)carbonylamino]ethyl}naphthyl)ethyl]carboxamide). The reagents and catalysts are [Pd] (palladium on carbon). Yields the product NCCC1=C2C=CC=C(C2=CC=C1)CCN (2-[5-(2-aminoethyl)naphthyl]ethylamine). Yield: 45.2%. As a reaction SMILES: C1(COC([NH:11][CH2:12][CH2:13][C:14]2[C:23]3[C:18](=[C:19]([CH2:24][CH2:25][NH:26]C(OCC4C=CC=CC=4)=O)[CH:20]=[CH:21][CH:22]=3)[CH:17]=[CH:16][CH:15]=2)=O)C=CC=CC=1>[Pd]>[NH2:11][CH2:12][CH2:13][C:14]1[CH:15]=[CH:16][CH:17]=[C:18]2[C:23]=1[CH:22]=[CH:21][CH:20]=[C:19]2[CH2:24][CH2:25][NH2:26]. Procedure details: Scheme IVa, step B: (Phenylmethoxy)-N-[2-(5-{2-[(phenylmethoxy)carbonylamino]ethyl}naphthyl)ethyl]carboxamide (0.6 g, 1.24 mmol) and 10% palladium on carbon (0.5 g, 83 mole %) were combined and hydrogenation was carried out in a manner analogous to the procedure described in example 6 to provide the intermediate title compound, 2-[5-(2-aminoethyl)naphthyl]ethylamine, (0.12 g, 44%) as a colorless oil. Electron spray M.S. 215 (M++H). Reactants: CCCCOCCOc1ccc(OB([O-])[O-])cc1, CCCN1CCC(C(=O)Nc2ccc(CN(C)C3CCOCC3)cc2)=Cc2cc(Br)ccc21, O=C([O-])[O-], CCO, CCOC(C)=O, [K+], [K+], O, Cc1ccccc1. Yields the product CCCCOCCOc1ccc(-c2ccc3c(c2)C=C(C(=O)Nc2ccc(CN(C)C4CCOCC4)cc2)CCN3CCC)cc1. Reaction SMILES: [B:1]([O-:2])([O-:17])[O:18][c:3]1[cH:4][cH:5][c:6]([O:9][CH2:10][CH2:11][O:12][CH2:13][CH2:14][CH2:15][CH3:16])[cH:7][cH:8]1.[Br:19][c:20]1[cH:21][cH:22][c:23]2[c:24]([cH:51]1)[CH:25]=[C:26]([C:33](=[O:34])[NH:35][c:36]1[cH:37][cH:38][c:39]([CH2:42][N:43]([CH:44]3[CH2:45][CH2:46][O:47][CH2:48][CH2:49]3)[CH3:50])[cH:40][cH:41]1)[CH2:27][CH2:28][N:29]2[CH2:30][CH2:31][CH3:32].[C:52](=[O:53])([O-:54])[O-:55].[CH2:65]([OH:66])[CH3:67].[CH3:69][CH2:70][O:71][C:72](=[O:73])[CH3:74].[K+:56].[K+:57].[OH2:68].[c:58]1([CH3:59])[cH:60][cH:61][cH:62][cH:63][cH:64]1>>[c:3]1(-[c:20]2[cH:21][cH:22][c:23]3[c:24]([cH:51]2)[CH:25]=[C:26]([C:33](=[O:34])[NH:35][c:36]2[cH:37][cH:38][c:39]([CH2:42][N:43]([CH:44]4[CH2:45][CH2:46][O:47][CH2:48][CH2:49]4)[CH3:50])[cH:40][cH:41]2)[CH2:27][CH2:28][N:29]3[CH2:30][CH2:31][CH3:32])[cH:4][cH:5][c:6]([O:9][CH2:10][CH2:11][O:12][CH2:13][CH2:14][CH2:15][CH3:16])[cH:7][cH:8]1. Reactants: Cl (hydrochloric acid), [BH4-].[Na+] (Sodium borohydride), OC=1C=C(C=O)C=CC1 (3-hydroxybenzaldehyde), N1CCCCC1 (piperidine). The solvent is C(C)O (ethanol), O (water). Run at time 16 hour. The product is OC=1C=C(CN2CCCCC2)C=CC1 (N-3-hydroxybenzylpiperidine). RXN SMILES: [BH4-].[Na+].[OH:3][C:4]1[CH:5]=[C:6]([CH:9]=[CH:10][CH:11]=1)[CH:7]=O.[NH:12]1[CH2:17][CH2:16][CH2:15][CH2:14][CH2:13]1.Cl>C(O)C.O>[OH:3][C:4]1[CH:5]=[C:6]([CH:9]=[CH:10][CH:11]=1)[CH2:7][N:12]1[CH2:17][CH2:16][CH2:15][CH2:14][CH2:13]1 |f:0.1|. Procedure: Sodium borohydride (1.52 g) was added to a stirred solution of 3-hydroxybenzaldehyde (4.9 g) and piperidine (6.8 g) in ethanol (25 ml) cooled in an ice-water bath. The mixture was stirred at ambient temperature for 16 hours and then poured into water (250 ml) and the resulting mixture acidified with 2N hydrochloric acid. The acidified mixture was extracted with ethyl acetate and the aqueous phase was made alkaline by the addition of aqueous ammonia solution (S.G. 0.880) to yield N-3-hydroxybenzy... The reactants are BrC=1C=CC(=NC1)NCC(=O)OC (5-bromo-2-(methoxycarbonylmethyl)aminopyridine), C(C1=CC=CC=C1)OC=1C=CC=C2C(=CN(C12)C)C=O (7-benzyloxy-1-methyl-1H-indole-3-carboxaldehyde), CN1C(=C(C2=CC=CC=C12)C)C=O (1,3-dimethyl-1H-indole-2-carboxaldehyde). Yields the product C(C1=CC=CC=C1)OC=1C=CC=C2C(=CN(C12)C)CNC (7-Benzyloxy-1-methyl-3-(methylaminomethyl)-1H-indole). Isolated yield 88.0%. Reaction SMILES: BrC1C=C[C:5](NCC(OC)=O)=[N:6]C=1.[CH2:14]([O:21][C:22]1[CH:23]=[CH:24][CH:25]=[C:26]2[C:30]=1[N:29]([CH3:31])[CH:28]=[C:27]2[CH:32]=O)[C:15]1[CH:20]=[CH:19][CH:18]=[CH:17][CH:16]=1.CN1C2C(=CC=CC=2)C(C)=C1C=O>>[CH2:14]([O:21][C:22]1[CH:23]=[CH:24][CH:25]=[C:26]2[C:30]=1[N:29]([CH3:31])[CH:28]=[C:27]2[CH2:32][NH:6][CH3:5])[C:15]1[CH:20]=[CH:19][CH:18]=[CH:17][CH:16]=1. Procedure: According to the procedure of Preparation 13 (c), except substituting 7-benzyloxy-1-methyl-1H-indole-3-carboxaldehyde for the 1,3-dimethyl-1H-indole-2-carboxaldehyde, the title compound (3.7 g, 88%) was obtained as an oil: MS (ES) m/e 281.2 (M+H)+. The solvent is CO (methanol). Reaction SMILES: [CH3:1][CH:2]([C:4]1[CH:5]=[CH:6][C:7]2[C@@:13]3([CH3:22])[CH2:14][CH2:15][CH2:16][C@:17]([C:19]([OH:21])=[O:20])([CH3:18])[C@@H:12]3[CH2:11][CH2:10][C:8]=2[CH:9]=1)[CH3:3].[N+](=[CH2:25])=[N-]>CO>[CH3:3][CH:2]([C:4]1[CH:5]=[CH:6][C:7]2[C:13]3([CH3:22])[CH:12]([CH2:11][CH2:10][C:8]=2[CH:9]=1)[C:17]([C:19]([O:21][CH3:25])=[O:20])([CH3:18])[CH2:16][CH2:15][CH2:14]3)[CH3:1]. Product: CC(C)C1=CC2=C(C=C1)C3(CCCC(C3CC2)(C)C(=O)OC)C (Dehydroabietic Acid Methyl Ester). Reported procedure: Dehydroabietic acid (50 mg, 0.116 μmol, Helix Biotech) was dissolved in 2 ml of methanol (HPLC grade, Fisher Scientific) and cooled to 0° C. on ice in a round bottom flask. An excess (30 μmol) of ethereal diazomethane (obtained by distillation) was added and the reaction was stirred for 5 minutes. The non-reacted diazomethane was evaporated and solvent was then removed by rotary evaporation. This reaction is shown schematically in FIG. 4. The product was purified by preparative TLC (1000 μm PK6F... The reactants are CC(C)C=1C=CC2=C(C1)CC[C@@H]3[C@@]2(CCC[C@@]3(C)C(=O)O)C (Dehydroabietic acid), [N+](=[N-])=C (diazomethane). Isolated yield 82242.3%. Run at temperature 0 celsius, time 5 minute.